Dataset: the Open Reaction Database (ORD), a public repository of structured organic reaction records. Task: describe an organic reaction: reactants, conditions, products, and yield The reactants are COc1ccc(CNc2ncc(Br)cn2)cc1, O=C([O-])[O-], CSCCO, CNCCNC, Cc1ccccc1, [Cs+], [Cs+], [I-]. The product is COc1ccc(CNc2ncc(OCCSC)cn2)cc1. Reaction SMILES: [Br:1][c:2]1[cH:3][n:4][c:5]([NH:8][CH2:9][c:10]2[cH:11][cH:12][c:13]([O:16][CH3:17])[cH:14][cH:15]2)[n:6][cH:7]1.[C:30](=[O:31])([O-:32])[O-:33].[CH3:19][S:20][CH2:21][CH2:22][OH:23].[CH3:24][NH:25][CH2:26][CH2:27][NH:28][CH3:29].[CH3:36][c:37]1[cH:38][cH:39][cH:40][cH:41][cH:42]1.[Cs+:34].[Cs+:35].[I-:18]>>[c:2]1([O:23][CH2:22][CH2:21][S:20][CH3:19])[cH:3][n:4][c:5]([NH:8][CH2:9][c:10]2[cH:11][cH:12][c:13]([O:16][CH3:17])[cH:14][cH:15]2)[n:6][cH:7]1. The reactants are CCN=C=S, CC(C)=O, NC1CCCc2ccccc21. Yields the product CCNC(=S)NC1CCCc2ccccc21. As a reaction SMILES: [CH2:12]([CH3:13])[N:14]=[C:15]=[S:16].[CH3:17][C:18](=[O:19])[CH3:20].[CH:1]1([NH2:11])[CH2:2][CH2:3][CH2:4][c:5]2[cH:6][cH:7][cH:8][cH:9][c:10]21>>[CH:1]1([NH:11][C:15]([NH:14][CH2:12][CH3:13])=[S:16])[CH2:2][CH2:3][CH2:4][c:5]2[cH:6][cH:7][cH:8][cH:9][c:10]21. The reactants are CCOC(=O)CCCBr, O=C([O-])[O-], CC(C)=O, SC1c2ccccc2COc2ccc(OCc3ccc4ccc(Cl)cc4n3)cc21, [K+], [K+]. Yields the product CCOC(=O)CCCSC1c2ccccc2COc2ccc(OCc3ccc4ccc(Cl)cc4n3)cc21. Reaction SMILES: [Br:36][CH2:37][CH2:38][CH2:39][C:40](=[O:41])[O:42][CH2:43][CH3:44].[C:1](=[O:2])([O-:3])[O-:4].[CH3:45][C:46](=[O:47])[CH3:48].[Cl:7][c:8]1[cH:9][cH:10][c:11]2[cH:12][cH:13][c:14]([CH2:18][O:19][c:20]3[cH:21][c:22]4[c:23]([cH:34][cH:35]3)[O:24][CH2:25][c:26]3[c:27]([cH:30][cH:31][cH:32][cH:33]3)[CH:28]4[SH:29])[n:15][c:16]2[cH:17]1.[K+:5].[K+:6]>>[Cl:7][c:8]1[cH:9][cH:10][c:11]2[cH:12][cH:13][c:14]([CH2:18][O:19][c:20]3[cH:21][c:22]4[c:23]([cH:34][cH:35]3)[O:24][CH2:25][c:26]3[c:27]([cH:30][cH:31][cH:32][cH:33]3)[CH:28]4[S:29][CH2:37][CH2:38][CH2:39][C:40](=[O:41])[O:42][CH2:43][CH3:44])[n:15][c:16]2[cH:17]1. Yields the product COc1ccccc1CCOCCO. As a reaction SMILES: [Al+3:17].[CH3:1][O:2][c:3]1[c:4]([CH2:9][CH2:10][O:11][CH2:12][C:13](=[O:14])[OH:15])[cH:5][cH:6][cH:7][cH:8]1.[ClH:24].[H-:16].[H-:19].[H-:20].[H-:21].[Li+:18].[Na+:23].[O:25]1[CH2:26][CH2:27][CH2:28][CH2:29]1.[OH-:22].[OH2:30]>>[CH3:1][O:2][c:3]1[c:4]([CH2:9][CH2:10][O:11][CH2:12][CH2:13][OH:14])[cH:5][cH:6][cH:7][cH:8]1. The reactants are [Al+3], COc1ccccc1CCOCC(=O)O, Cl, [H-], [H-], [H-], [H-], [Li+], [Na+], C1CCOC1, [OH-], O. The reactants are O=C([O-])[O-], ClCBr, Cl, [Cs+], [Cs+], CN(C)C=O, O=Cc1ccc([N+](=O)[O-])c(O)c1O. Yields the product O=Cc1ccc([N+](=O)[O-])c2c1OCO2. RXN SMILES: [C:17](=[O:18])([O-:19])[O-:20].[Cl:14][CH2:15][Br:16].[ClH:23].[Cs+:21].[Cs+:22].[O:24]=[CH:25][N:26]([CH3:27])[CH3:28].[OH:1][c:2]1[c:3]([CH:4]=[O:5])[cH:6][cH:7][c:8]([N+:11](=[O:12])[O-:13])[c:9]1[OH:10]>>[O:1]1[c:2]2[c:3]([CH:4]=[O:5])[cH:6][cH:7][c:8]([N+:11](=[O:12])[O-:13])[c:9]2[O:10][CH2:15]1. Reactants: CC(C)(C)OC(=O)N1CCC(c2ccc(Br)cc2)C(O)C1, C=CC(=O)OCC, CC(=O)[O-], [Na+], CC(=O)[O-], CC(=O)[O-], CN(C)C=O, [Pd+2], Cc1ccccc1P(c1ccccc1C)c1ccccc1C. Yields the product CCOC(=O)C=Cc1ccc(C2CCN(C(=O)OC(C)(C)C)CC2O)cc1. Reaction SMILES: [Br:23][c:24]1[cH:25][cH:26][c:27]([CH:30]2[CH:31]([OH:43])[CH2:32][N:33]([C:36](=[O:37])[O:38][C:39]([CH3:40])([CH3:41])[CH3:42])[CH2:34][CH2:35]2)[cH:28][cH:29]1.[C:44]([CH:45]=[CH2:46])(=[O:47])[O:48][CH2:49][CH3:50].[CH3:52][C:53](=[O:54])[O-:55].[Na+:51].[O-:62][C:63]([CH3:64])=[O:65].[O-:66][C:67]([CH3:68])=[O:69].[O:56]=[CH:57][N:58]([CH3:59])[CH3:60].[Pd+2:61].[c:1]1([CH3:2])[cH:3][cH:4][cH:5][cH:6][c:7]1[P:8]([c:9]1[cH:10][cH:11][cH:12][cH:13][c:14]1[CH3:15])[c:16]1[cH:17][cH:18][cH:19][cH:20][c:21]1[CH3:22]>>[c:24]1([CH:46]=[CH:45][C:44](=[O:47])[O:48][CH2:49][CH3:50])[cH:25][cH:26][c:27]([CH:30]2[CH:31]([OH:43])[CH2:32][N:33]([C:36](=[O:37])[O:38][C:39]([CH3:40])([CH3:41])[CH3:42])[CH2:34][CH2:35]2)[cH:28][cH:29]1. Reactants: C(C1=CC=CC=C1)OC1=C(C=C(C(=C1)OCC1=CC=CC=C1)C(=C)C)C(=O)N1CCC(CC1)CC=O (2—(1-{[2,4-bis(benzyloxy)-5-(prop-1-en-2-yl)phenyl]carbonyl}piperidin-4-yl)acetaldehyde), C(C)(C)(C)OC([C@@H](N)C)=O (L-alanine tert-butyl ester). The product is OC1=C(C=C(C(=C1)O)C(C)C)C(=O)N1CCC(CC1)CCN[C@@H](C)C(=O)OC(C)(C)C (tert-butyl N-[2-(1-{[2,4-dihydroxy-5-(propan-2-yl)phenyl]carbonyl}piperidin-4-yl)ethyl]-L-alaninate). RXN SMILES: C([O:8][C:9]1[CH:14]=[C:13]([O:15]CC2C=CC=CC=2)[C:12]([C:23]([CH3:25])=[CH2:24])=[CH:11][C:10]=1[C:26]([N:28]1[CH2:33][CH2:32][CH:31]([CH2:34][CH:35]=O)[CH2:30][CH2:29]1)=[O:27])C1C=CC=CC=1.[C:37]([O:41][C:42](=[O:46])[C@H:43]([CH3:45])[NH2:44])([CH3:40])([CH3:39])[CH3:38]>>[OH:8][C:9]1[CH:14]=[C:13]([OH:15])[C:12]([CH:23]([CH3:24])[CH3:25])=[CH:11][C:10]=1[C:26]([N:28]1[CH2:33][CH2:32][CH:31]([CH2:34][CH2:35][NH:44][C@H:43]([C:42]([O:41][C:37]([CH3:40])([CH3:39])[CH3:38])=[O:46])[CH3:45])[CH2:30][CH2:29]1)=[O:27]. Procedure details: Prepared from Intermediate D and L-alanine tert-butyl ester. 1H NMR (300 MHz, d3-MeOD) 6.96 (1H, s), 6.33 (1H, s), 4.17 (2H, m), 3.19 (3H, m), 2.95 (2H, t, J=12.0 Hz), 2.60 (2H, m), 1.78 (4H, m), 1.50 (9H, m), 1.27 (3H, d, J=6.9 Hz), 1.23 (2H, m), 1.18 (6H, d, J=6.9 Hz). LC/MS: purity 98%, m/z 435 [M+H]+